This data is from the Open Reaction Database (ORD), a public repository of structured organic reaction records. The task is: describe an organic reaction: reactants, conditions, products, and yield Run at temperature 100 celsius, time 8 hour. Starting materials: CC(C(OC1=CC=C(C(=O)OCC)C=C1)C1=CC=CC=C1)C (ethyl 4-(2-methyl-1-phenylpropoxy)benzoate), [OH-].[K+] (potassium hydroxide), Cl (HCl). Reaction SMILES: [CH3:1][CH:2]([CH3:22])[CH:3]([C:16]1[CH:21]=[CH:20][CH:19]=[CH:18][CH:17]=1)[O:4][C:5]1[CH:15]=[CH:14][C:8]([C:9]([O:11]CC)=[O:10])=[CH:7][CH:6]=1.[OH-].[K+].Cl>C(O)C>[CH3:1][CH:2]([CH3:22])[CH:3]([C:16]1[CH:21]=[CH:20][CH:19]=[CH:18][CH:17]=1)[O:4][C:5]1[CH:15]=[CH:14][C:8]([C:9]([OH:11])=[O:10])=[CH:7][CH:6]=1 |f:1.2|. Procedure details: To 13-5 (8.89 g, 29.8 mmol) was added 2N potassium hydroxide (100 ml) and ethanol (50 ml). The mixture was stirred at 100° C. overnight. The ethanol was removed in vacuo and the aqueous solution was cooled in ice and acidified with 6N HCl (35 ml, 0.21 mol). The acid was extracted into ethyl acetate (50 ml) and the extract was washed with water, dried, filtered and concentrated in vacuo to obtain the oil 13-6, which solidified. The white solid melted at 125°-129° C. The solvent is C(C)O (ethanol). Yields the product CC(C(OC1=CC=C(C(=O)O)C=C1)C1=CC=CC=C1)C (4-(2-methyl-1-phenylpropoxy)benzoic acid).